From a dataset of the Open Reaction Database (ORD), a public repository of structured organic reaction records. describe an organic reaction: reactants, conditions, products, and yield The reactants are ClC1=C(C(=C(C(=O)OC)C=C1)F)CSC (methyl 4-chloro-2-fluoro-3-methylsulphenylmethylbenzoate), C[O-].[Na+] (sodium methoxide), O (water). Run in O1CCCC1 (tetrahydrofuran). Product: ClC1=C(C(=C(C(=O)OC)C=C1)OC)CSC (methyl 4-chloro-2-methoxy-3-methylsulphenylmethylbenzoate). The yield is 84.5%. As a reaction SMILES: [Cl:1][C:2]1[CH:11]=[CH:10][C:5]([C:6]([O:8][CH3:9])=[O:7])=[C:4](F)[C:3]=1[CH2:13][S:14][CH3:15].[CH3:16][O-:17].[Na+].O>O1CCCC1>[Cl:1][C:2]1[CH:11]=[CH:10][C:5]([C:6]([O:8][CH3:9])=[O:7])=[C:4]([O:17][CH3:16])[C:3]=1[CH2:13][S:14][CH3:15] |f:1.2|. Procedure: A solution of methyl 4-chloro-2-fluoro-3-methylsulphenylmethylbenzoate (11.4 g) in tetrahydrofuran was stirred, with addition of sodium methoxide (3.5 g). After 2 hours water was added and the mixture extracted with ether, dried (magnesium sulphate) and evaporated to give methyl 4-chloro-2-methoxy-3-methylsulphenylmethylbenzoate (10.1 g), NMR (CDCl3) 2.15 (s,3H), 3.9 (3s,8H), 7.15 (d,1H), 7.65 (d,1H). The reactants are ClC=1C=NC=C(C1NC(=O)C1=CC=C(C=2OC3=C(C21)C=CC=C3)OC(C)C)Cl (N-(3,5-dichloropyrid-4-yl)-4-isopropyloxy-dibenzo[b,d]furan-1-carboxamide), ClC1=CC(=CC=C1)C(=O)OO (m-chloroperbenzoic acid). The solvent is C(Cl)(Cl)Cl (chloroform). Conditions: time 12 hour. Yields the product ClC=1C=NC=C(C1[NH+](C(=O)C1=CC=C(C=2OC3=C(C21)C=CC=C3)OC(C)C)[O-])Cl (N-(3,5dichlorpyrid-4-yl)-4-isopropyloxy-dibenzo[b,d]furan-1-carboxamide-N1-oxide). The yield is 91.8%. RXN SMILES: [Cl:1][C:2]1[CH:3]=[N:4][CH:5]=[C:6]([Cl:28])[C:7]=1[NH:8][C:9]([C:11]1[C:19]2[C:18]3[CH:20]=[CH:21][CH:22]=[CH:23][C:17]=3[O:16][C:15]=2[C:14]([O:24][CH:25]([CH3:27])[CH3:26])=[CH:13][CH:12]=1)=[O:10].ClC1C=CC=C(C(OO)=[O:37])C=1>C(Cl)(Cl)Cl>[Cl:28][C:6]1[CH:5]=[N:4][CH:3]=[C:2]([Cl:1])[C:7]=1[NH+:8]([O-:37])[C:9]([C:11]1[C:19]2[C:18]3[CH:20]=[CH:21][CH:22]=[CH:23][C:17]=3[O:16][C:15]=2[C:14]([O:24][CH:25]([CH3:26])[CH3:27])=[CH:13][CH:12]=1)=[O:10]. Procedure: A suspension of N-(3,5-dichloropyrid-4-yl)-4-isopropyloxy-dibenzo[b,d]furan-1-carboxamide (60 mg, 0.144 mmol) (example 32) and m-chloroperbenzoic acid (50-55%) (120 mg, 0.722 mmol) in chloroform (10 ml) was stirred at room temperature for 12 h. The reaction contents were washed with saturated sodium bicarbonate and water. The organic solvent was distilled of in vacuo and the residue was purified by column chromatography using 30% acetone-chloroform as the eluent to give 57 mg of N-(3,5dichlorpyr... Reactants: COC1=CC=C(CN2C=CC=3C(=CC=CC23)C(=O)OC)C=C1 (methyl 1-(4-methoxybenzyl)-1H-indole-4-carboxylate), CN(C)C=O (DMF), P(=O)(Cl)(Cl)Cl (Phosphorus oxychloride), ice, ice water, [OH-].[Na+] (NaOH). Conditions: temperature 0 celsius, time 1 hour. Yields the product C(=O)C1=CN(C=2C=CC=C(C12)C(=O)OC)CC1=CC=C(C=C1)OC (methyl 3-formyl-1-(4-methoxybenzyl)-1H-indole-4-carboxylate). Isolated yield 93.0%. Reaction SMILES: P(Cl)(Cl)(Cl)=O.[CH3:6][O:7][C:8]1[CH:27]=[CH:26][C:11]([CH2:12][N:13]2[C:21]3[CH:20]=[CH:19][CH:18]=[C:17]([C:22]([O:24][CH3:25])=[O:23])[C:16]=3[CH:15]=[CH:14]2)=[CH:10][CH:9]=1.[OH-].[Na+].CN([CH:33]=[O:34])C>>[CH:33]([C:15]1[C:16]2[C:17]([C:22]([O:24][CH3:25])=[O:23])=[CH:18][CH:19]=[CH:20][C:21]=2[N:13]([CH2:12][C:11]2[CH:10]=[CH:9][C:8]([O:7][CH3:6])=[CH:27][CH:26]=2)[CH:14]=1)=[O:34] |f:2.3|. Procedure details: Phosphorus oxychloride (7.74 ml, 84.6 mmol) was added slowly to ice-cold DMF (200 mL) and the resulting mixture was stirred at 0° C. for 1 h. To this mixture was added a solution of methyl 1-(4-methoxybenzyl)-1H-indole-4-carboxylate (16.6 g, 56.4 mmol) from Step A above in DMF (100 mL) and the mixture was stirred for 2 h. The reaction mixture was poured into an ice/water mixture and the pH was adjusted to 7 by adding 1 N NaOH. The compound was extracted with ethyl acetate (3×500 mL) and the comb... Reactants: C(=O)(C(F)(F)F)O (TFA), C(C)(C)(C)OC(=O)N1CC2=CC(=CC=C2C(C1)(C)C)NC(=O)C=1C(=NC=CC1)NCC1=NC=C(C=C1)F (7-({2-[(5-fluoro-pyridin-2-ylmethyl)-amino]-pyridine-3-carbonyl}-amino)-4,4-dimethyl-3,4-dihydro-1H-isoquinoline-2-carboxylic acid tert-butyl ester). Run in C(Cl)Cl (CH2Cl2). Conditions: time 1 hour. The product is CC1(CNCC2=CC(=CC=C12)NC(C1=C(N=CC=C1)NCC1=NC=C(C=C1)F)=O)C (N-(4,4-Dimethyl-1,2,3,4-tetrahydro-isoquinolin-7-yl)-2-[(5-fluoro-pyridin-2-ylmethyl)-amino]-nicotinamide). RXN SMILES: C(O)(C(F)(F)F)=O.C(OC([N:15]1[CH2:24][C:23]([CH3:26])([CH3:25])[C:22]2[C:17](=[CH:18][C:19]([NH:27][C:28]([C:30]3[C:31]([NH:36][CH2:37][C:38]4[CH:43]=[CH:42][C:41]([F:44])=[CH:40][N:39]=4)=[N:32][CH:33]=[CH:34][CH:35]=3)=[O:29])=[CH:20][CH:21]=2)[CH2:16]1)=O)(C)(C)C>C(Cl)Cl>[CH3:25][C:23]1([CH3:26])[C:22]2[C:17](=[CH:18][C:19]([NH:27][C:28](=[O:29])[C:30]3[CH:35]=[CH:34][CH:33]=[N:32][C:31]=3[NH:36][CH2:37][C:38]3[CH:43]=[CH:42][C:41]([F:44])=[CH:40][N:39]=3)=[CH:20][CH:21]=2)[CH2:16][NH:15][CH2:24]1. Reported procedure: 2.5 ml of TFA was added to a solution of 7-({2-[(5-fluoro-pyridin-2-ylmethyl)-amino]-pyridine-3-carbonyl}-amino)-4,4-dimethyl-3,4-dihydro-1H-isoquinoline-2-carboxylic acid tert-butyl ester (0.20 g, 0.40 mmol) in 2.5 ml of CH2Cl2. The mixture was stirred at RT for 1 h. The volatiles were removed under reduced pressure, and the residue was purified by flash column chromatography (2 to 5% of MeOH in CH2Cl2 with 2% of NH4OH). The titled compound was obtained as an off-white solid. MS: (ES+) 406.1 (M... Starting materials: C1(=CC=CC=C1)C(CC(C)=O)=O (1-phenylbutane-1,3-dione), [H-].[Na+] (sodium hydride), [Li]CCCC (BuLi), C(C)(C)NC(C)C (diisopropylamine), [Li+].CC(C)[N-]C(C)C (LDA), BrCC=C (3-bromoprop-1-ene). The solvent is C1CCOC1 (THF), C1CCOC1 (THF). Reaction conditions: time 30 minute. Yields the product C1(=CC=CC=C1)C(CC(CCC=C)=O)=O (1-Phenylhept-6-ene-1,3-dione). Reaction SMILES: [C:1]1([C:7](=[O:12])[CH2:8][C:9](=[O:11])[CH3:10])[CH:6]=[CH:5][CH:4]=[CH:3][CH:2]=1.[H-].[Na+].[Li+].[CH3:16][CH:17]([N-]C(C)C)[CH3:18].[Li]CCCC.C(NC(C)C)(C)C.BrCC=C>C1COCC1>[C:1]1([C:7](=[O:12])[CH2:8][C:9](=[O:11])[CH2:10][CH2:18][CH:17]=[CH2:16])[CH:6]=[CH:5][CH:4]=[CH:3][CH:2]=1 |f:1.2,3.4|. Procedure details: To a solution of 1-phenylbutane-1,3-dione (5 g, 30.8 mmol) in THF (50 mL) was added sodium hydride (0.740 g, 30.8 mmol) at 0° C. After warming and stirring at room temperature for 30 min, LDA, which was made by adding BuLi (1.975 g, 30.8 mmol) to a solution of diisopropylamine (4.39 mL, 30.8 mmol) in THF (50 mL) at −45° C., was added at 0° C. After stirring for 30 min at the same temperature, 3-bromoprop-1-ene (3.73 g, 30.8 mmol) was added at 0° C. After stirring for 1 h, the reaction was quench... The reactants are C(C1=CC=CC=C1)OC=1C2=C(C=3CN(C(C3C1)=O)C(=O)OC(C)(C)C)O[C@]13[C@](C2)([C@H](CC[C@H]1C([C@H]([C@H](C3)O)O)(C)C)C)C ((6aR,7S,9aS,11R,12S,13aS)-5-benzyloxy-2-(t-butoxycarbonyl)-2,3,6,6a,7,8,9,9a,10,11,12,13-dodecahydro-11,12-dihydroxy-6a,7,10,10-tetramethyl-3-oxo-1H-benzo[8,8a][1]benzopyrano[2,3-e]isoindole), CN(C)C1=NC=CC=C1 (dimethylaminopyridine), [N+](=O)([O-])C1=CC=C(C=C1)S(=O)(=O)Cl (p-nitrobenzenesulfonyl chloride), O (water). Solvent: ClCCl (dichloromethane). Run at time 6 hour. Product: C(C1=CC=CC=C1)OC=1C2=C(C=3CN(C(C3C1)=O)C(=O)OC(C)(C)C)O[C@]13[C@](C2)([C@H](CC[C@H]1C([C@H]([C@H](C3)OS(=O)(=O)C3=CC=C(C=C3)[N+](=O)[O-])O)(C)C)C)C ((6aR,7S,9aS,11R,12S,13aS)-5-benzyloxy-2-(t-butoxycarbonyl)-2,3,6, 6a,7,8,9,9a,10,11,12,13-dodecahydro-11-hydroxy-6a,7,10,10-tetramethyl-12-(4-nitrophenylsulfonyl)oxy-3-oxo-1H-benzo[8,8a][l]-benzopyrano[2,3-e]isoindole). Yield: 69.7%. Reaction SMILES: [CH2:1]([O:8][C:9]1[C:10]2[CH2:29][C@:28]3([CH3:43])[C@@H:30]([CH3:42])[CH2:31][CH2:32][C@H:33]4[C:34]([CH3:41])([CH3:40])[C@@H:35]([OH:39])[C@@H:36]([OH:38])[CH2:37][C@@:27]34[O:26][C:11]=2[C:12]2[CH2:13][N:14]([C:19]([O:21][C:22]([CH3:25])([CH3:24])[CH3:23])=[O:20])[C:15](=[O:18])[C:16]=2[CH:17]=1)[C:2]1[CH:7]=[CH:6][CH:5]=[CH:4][CH:3]=1.CN(C1C=CC=CN=1)C.[N+:53]([C:56]1[CH:61]=[CH:60][C:59]([S:62](Cl)(=[O:64])=[O:63])=[CH:58][CH:57]=1)([O-:55])=[O:54].O>ClCCl>[CH2:1]([O:8][C:9]1[C:10]2[CH2:29][C@:28]3([CH3:43])[C@@H:30]([CH3:42])[CH2:31][CH2:32][C@H:33]4[C:34]([CH3:41])([CH3:40])[C@@H:35]([OH:39])[C@@H:36]([O:38][S:62]([C:59]5[CH:58]=[CH:57][C:56]([N+:53]([O-:55])=[O:54])=[CH:61][CH:60]=5)(=[O:63])=[O:64])[CH2:37][C@@:27]34[O:26][C:11]=2[C:12]2[CH2:13][N:14]([C:19]([O:21][C:22]([CH3:25])([CH3:24])[CH3:23])=[O:20])[C:15](=[O:18])[C:16]=2[CH:17]=1)[C:2]1[CH:3]=[CH:4][CH:5]=[CH:6][CH:7]=1. Procedure details: To a solution of Compound (48a) (200 mg, 0.34 mmol) in 15 ml of dichloromethane were added 83 mg (0.68 mmol) of dimethylaminopyridine and 112 mg (0.51 mmol) of p-nitrobenzenesulfonyl chloride under ice-cooling, and the mixture stirred for 6 hours at the same temperature. After addition of water, the reaction mixture was extracted with ethyl acetate. The extract was washed sequentially with 1N HCl, water, an aqueous saturated sodium hydrogen carbonate solution, and water, dried over anhydrous sod... Starting materials: C(C)(C)(C)NC(=O)C1=CN(C2=NC=C(N=C21)C2=NNC1=CC=C(C=C21)OC(F)F)COCC[Si](C)(C)C (N-tert-butyl-2-(5-(difluoromethoxy)-1H-indazol-3-yl)-5-((2-(trimethylsilyl)ethoxy)methyl)-5H-pyrrolo[2,3-b]pyrazine-7-carboxamide), ClCCCN1CC(C1)C#N (1-(3-chloropropyl)azetidine-3-carbonitrile), C(=O)([O-])[O-].[Cs+].[Cs+] (Cs2CO3). The solvent is CN(C)C=O (DMF), ClCCl (dichloromethane). Reaction conditions: temperature 25 celsius, time 10 minute. Yields the product C(C)(C)(C)NC(=O)C1=CN(C2=NC=C(N=C21)C2=NN(C1=CC=C(C=C21)OC(F)F)CCCN2CC(C2)C#N)COCC[Si](C)(C)C (N-tert-butyl-2-(1-(3-(3-cyanoazetidin-1-yl)propyl)-5-(difluoromethoxy)-1H-indazol-3-yl)-5-((2-(trimethylsilyl)ethoxy)methyl)-5H-pyrrolo[2,3-b]pyrazine-7-carboxamide). The yield is 73.1%. RXN SMILES: [C:1]([NH:5][C:6]([C:8]1[C:16]2[C:11](=[N:12][CH:13]=[C:14]([C:17]3[C:25]4[C:20](=[CH:21][CH:22]=[C:23]([O:26][CH:27]([F:29])[F:28])[CH:24]=4)[NH:19][N:18]=3)[N:15]=2)[N:10]([CH2:30][O:31][CH2:32][CH2:33][Si:34]([CH3:37])([CH3:36])[CH3:35])[CH:9]=1)=[O:7])([CH3:4])([CH3:3])[CH3:2].Cl[CH2:39][CH2:40][CH2:41][N:42]1[CH2:45][CH:44]([C:46]#[N:47])[CH2:43]1.C([O-])([O-])=O.[Cs+].[Cs+]>CN(C=O)C.ClCCl>[C:1]([NH:5][C:6]([C:8]1[C:16]2[C:11](=[N:12][CH:13]=[C:14]([C:17]3[C:25]4[C:20](=[CH:21][CH:22]=[C:23]([O:26][CH:27]([F:28])[F:29])[CH:24]=4)[N:19]([CH2:39][CH2:40][CH2:41][N:42]4[CH2:45][CH:44]([C:46]#[N:47])[CH2:43]4)[N:18]=3)[N:15]=2)[N:10]([CH2:30][O:31][CH2:32][CH2:33][Si:34]([CH3:37])([CH3:36])[CH3:35])[CH:9]=1)=[O:7])([CH3:4])([CH3:3])[CH3:2] |f:2.3.4|. Procedure: In a 2-5 mL Biotage microwave vial were mixed N-tert-butyl-2-(5-(difluoromethoxy)-1H-indazol-3-yl)-5-((2-(trimethylsilyl)ethoxy)methyl)-5H-pyrrolo[2,3-b]pyrazine-7-carboxamide (50 mg, 94.2 μmol), 1-(3-chloropropyl)azetidine-3-carbonitrile (44.8 mg, 283 μmol, Eq: 3.0) and Cs2CO3 (123 mg, 377 μmol) in DMF (2.00 mL). The mixture was stirred ˜10 min at 25° C. then heated to 100° C. in the Biotage microwave reactor for 30 min. LCMS showed complete reaction, diluted with 10 mL of dichloromethane and f...